Dataset: the Open Reaction Database (ORD), a public repository of structured organic reaction records. Task: describe an organic reaction: reactants, conditions, products, and yield The reactants are BrC=1C=C2C(=NC1)N(C=N2)CC2=CC1=C(N=C(S1)N[C@H]1[C@@H](CCCC1)O)C=C2 ((1R,2R)-2-((6-((6-bromo-3H-imidazo[4,5-b]pyridin-3-yl)methyl)benzo[d]thiazol-2-yl)amino)cyclohexanol), N1(CCOCC1)C[B-](F)(F)F.[K+] (potassium (morpholin-4-yl)methyltrifluoroborate), C1(CCCCC1)P(C1=C(C=CC=C1)C1=C(C=C(C=C1C(C)C)C(C)C)C(C)C)C1CCCCC1 (2-dicyclohexylphosphino-2′,4′,6′-triisopropylbiphenyl), C(=O)([O-])[O-].[Cs+].[Cs+] (Cs2CO3). The reagents and catalysts are CC(=O)[O-].CC(=O)[O-].[Pd+2] (Pd(OAc)2). Solvent: C1CCOC1.O (THF H2O). Conditions: temperature 85 celsius. Product: O1CCN(CC1)CC=1C=C2C(=NC1)N(C=N2)CC2=CC1=C(N=C(S1)N[C@H]1[C@@H](CCCC1)O)C=C2 ((1R,2R)-2-((6-((6-(morpholinomethyl)-3H-imidazo[4,5-b]pyridin-3-yl)methyl)benzo[d]thiazol-2-yl)amino)cyclohexanol). The yield is 34.2%. Reaction SMILES: Br[C:2]1[CH:3]=[C:4]2[N:10]=[CH:9][N:8]([CH2:11][C:12]3[CH:28]=[CH:27][C:15]4[N:16]=[C:17]([NH:19][C@@H:20]5[CH2:25][CH2:24][CH2:23][CH2:22][C@H:21]5[OH:26])[S:18][C:14]=4[CH:13]=3)[C:5]2=[N:6][CH:7]=1.[N:29]1([CH2:35][B-](F)(F)F)[CH2:34][CH2:33][O:32][CH2:31][CH2:30]1.[K+].C1(P(C2CCCCC2)C2C=CC=CC=2C2C(C(C)C)=CC(C(C)C)=CC=2C(C)C)CCCCC1.C([O-])([O-])=O.[Cs+].[Cs+]>C1COCC1.O.CC([O-])=O.CC([O-])=O.[Pd+2]>[O:32]1[CH2:33][CH2:34][N:29]([CH2:35][C:2]2[CH:3]=[C:4]3[N:10]=[CH:9][N:8]([CH2:11][C:12]4[CH:28]=[CH:27][C:15]5[N:16]=[C:17]([NH:19][C@@H:20]6[CH2:25][CH2:24][CH2:23][CH2:22][C@H:21]6[OH:26])[S:18][C:14]=5[CH:13]=4)[C:5]3=[N:6][CH:7]=2)[CH2:30][CH2:31]1 |f:1.2,4.5.6,7.8,9.10.11|. Procedure: A stirred mixture of (1R,2R)-2-((6-((6-bromo-3H-imidazo[4,5-b]pyridin-3-yl)methyl)benzo[d]thiazol-2-yl)amino)cyclohexanol (100 mg, 0.22 mmol) from Example 29, potassium (morpholin-4-yl)methyltrifluoroborate (59 mg, 0.28 mmol), Pd(OAc)2 (1.5 mg, 0.007 mmol), 2-dicyclohexylphosphino-2′,4′,6′-triisopropylbiphenyl (6.2 mg, 0.013 mmol) and Cs2CO3 (213 mg, 0.66 mmol) in THF/H2O (1.5 mL, 4:1, v/v) was purged with argon for 10 min. The mixture was then heated at 85° C. in a sealed reaction vessel overni...